From a dataset of the Open Reaction Database (ORD), a public repository of structured organic reaction records. describe an organic reaction: reactants, conditions, products, and yield The reactants are C1CCNCC1, Cc1ccccc1, O=Cc1cccc(-c2ccccc2OC(F)(F)F)c1, O, O=C(O)c1ccccc1, O=C1CSC(=O)N1. Product: O=C1NC(=O)C(=Cc2cccc(-c3ccccc3OC(F)(F)F)c2)S1. As a reaction SMILES: [CH2:27]1[CH2:28][CH2:29][NH:30][CH2:31][CH2:32]1.[CH3:42][c:43]1[cH:44][cH:45][cH:46][cH:47][cH:48]1.[CH:1](=[O:2])[c:3]1[cH:4][c:5](-[c:9]2[c:10]([O:15][C:16]([F:17])([F:18])[F:19])[cH:11][cH:12][cH:13][cH:14]2)[cH:6][cH:7][cH:8]1.[OH2:49].[OH:33][C:34]([c:35]1[cH:36][cH:37][cH:38][cH:39][cH:40]1)=[O:41].[S:20]1[C:21](=[O:26])[NH:22][C:23](=[O:25])[CH2:24]1>>[CH:1]([c:3]1[cH:4][c:5](-[c:9]2[c:10]([O:15][C:16]([F:17])([F:18])[F:19])[cH:11][cH:12][cH:13][cH:14]2)[cH:6][cH:7][cH:8]1)=[C:24]1[S:20][C:21](=[O:26])[NH:22][C:23]1=[O:25]. Starting materials: C([O-])([O-])=O.[Na+].[Na+] (Sodium carbonate), C(C1=CC=CC=C1)(=O)NNC1=CC=C(C=C1)N (1-benzoyl-2-(4-aminophenyl)hydrazine), C(=O)(O)CSC(SCC(=O)O)=S (Bis(carboxymethyl)trithiocarbonate). Run in O (water), C(C)O (ethanol). The product is C(C1=CC=CC=C1)(=O)NNC1=CC=C(C=C1)NC(=S)NC1=CC=C(C=C1)NNC(C1=CC=CC=C1)=O (1,3-Bis[4-(2-benzoylhydrazino)phenyl]thiourea). As a reaction SMILES: [C:1](=[O:4])([O-])[O-].[Na+].[Na+].C(CS[C:12](=[S:18])SCC(O)=O)(O)=O.[C:19]([NH:27][NH:28][C:29]1[CH:34]=[CH:33][C:32]([NH2:35])=[CH:31][CH:30]=1)(=[O:26])[C:20]1[CH:25]=[CH:24][CH:23]=[CH:22][CH:21]=1>O.C(O)C>[C:19]([NH:27][NH:28][C:29]1[CH:30]=[CH:31][C:32]([NH:35][C:12]([NH:35][C:32]2[CH:31]=[CH:30][C:29]([NH:28][NH:27][C:1](=[O:4])[C:20]3[CH:25]=[CH:24][CH:23]=[CH:22][CH:21]=3)=[CH:34][CH:33]=2)=[S:18])=[CH:33][CH:34]=1)(=[O:26])[C:20]1[CH:21]=[CH:22][CH:23]=[CH:24][CH:25]=1 |f:0.1.2|. Procedure: Sodium carbonate (4.65 g, 0.044 mole) was dissolved in a solvent mixture of water (95 ml) and ethanol (30 ml). Bis(carboxymethyl)trithiocarbonate (2.5 g, 0.011 mole) was added portionwise. Vigorous stirring of the reaction mixture was maintained until all solid was dissolved. It was then heated to 80°-85° C and 1-benzoyl-2-(4-aminophenyl)hydrazine (5.0 g, 0.022 mole) was added in one portion. Stirring and heating were maintained for one and one-half hour and the reaction mixture was then chilled... Reported procedure: In a 5 L 3-necked flask fitted with a mechanical stirrer and a condenser with a drying tube were placed 2.2 L of pyridine and 8-cyclopropyl-3-propyl-2-thio-xanthine (220 g, 0.88 mol). Phosphorus pentasulfide (236 g, 1.06 mol) was added and the mixture was heated under reflux for 5 hours and stored overnight at room temperature. The reaction mixture was cooled to 5-10° and 3 N aqueous sodium hydroxide (770 ml) was added over 1.5 hours with stirring. Stirring was continued for 30 minutes after rem... Run in N1=CC=CC=C1 (pyridine). Product: C1(CC1)C1=NC=2N(C(NC(C2N1)=S)=S)CCC (8-Cyclopropyl-3-propyl-2,6-dithioxanthine). Reaction conditions: time 8 hour. Starting materials: C1(CC1)C1=NC=2N(C(NC(C2N1)=O)=S)CCC (8-cyclopropyl-3-propyl-2-thio-xanthine), P12(=S)SP3(=S)SP(=S)(S1)SP(=S)(S2)S3 (Phosphorus pentasulfide), [OH-].[Na+] (sodium hydroxide). Isolated yield 54.6%. RXN SMILES: [CH:1]1([C:4]2[NH:12][C:11]3[C:10](=O)[NH:9][C:8](=[S:14])[N:7]([CH2:15][CH2:16][CH3:17])[C:6]=3[N:5]=2)[CH2:3][CH2:2]1.P12(SP3(SP(SP(S3)(S1)=S)(=S)S2)=S)=[S:19].[OH-].[Na+]>N1C=CC=CC=1>[CH:1]1([C:4]2[NH:12][C:11]3[C:10](=[S:19])[NH:9][C:8](=[S:14])[N:7]([CH2:15][CH2:16][CH3:17])[C:6]=3[N:5]=2)[CH2:3][CH2:2]1 |f:2.3|.